This data is from the Open Reaction Database (ORD), a public repository of structured organic reaction records. The task is: describe an organic reaction: reactants, conditions, products, and yield Reactants: CC(=O)SCC(Cc1ccccc1)C(=O)Cl, CCc1cc(N)cc(C(=O)O)c1, [Na+], [Na+], O=C([O-])[O-], C1CCOC1. Yields the product CCc1cc(NC(=O)C(CSC(C)=O)Cc2ccccc2)cc(C(=O)O)c1. Reaction SMILES: [C:19]([CH3:20])(=[O:21])[S:22][CH2:23][CH:24]([C:25](=[O:26])[Cl:27])[CH2:28][c:29]1[cH:30][cH:31][cH:32][cH:33][cH:34]1.[NH2:1][c:2]1[cH:3][c:4]([C:5](=[O:6])[OH:7])[cH:8][c:9]([CH2:11][CH3:12])[cH:10]1.[Na+:13].[Na+:14].[O-:15][C:16](=[O:17])[O-:18].[O:35]1[CH2:36][CH2:37][CH2:38][CH2:39]1>>[NH:1]([c:2]1[cH:3][c:4]([C:5](=[O:6])[OH:7])[cH:8][c:9]([CH2:11][CH3:12])[cH:10]1)[C:25]([CH:24]([CH2:23][S:22][C:19]([CH3:20])=[O:21])[CH2:28][c:29]1[cH:30][cH:31][cH:32][cH:33][cH:34]1)=[O:26]. The reactants are FC1=CC=C(C=C1)C(C1CCNCC1)C1=CC=C(C=C1)F (4-[bis(4-fluorophenyl)methyl]piperidine), C1(=CC=CC=C1)C (toluene), ClCCC1CN(C(N2C(=NC3=C2C=CC=C3)N1C)=O)C (2-(2-chloroethyl)-3,4-dihydro-1,4-dimethyl-1H-[1,3,5]triazepino[3,2-a]benzimidazol-5(2H)-one), FC1=CC=C(C=C1)C(C1CCNCC1)C1=CC=C(C=C1)F (4-[bis(4-fluorophenyl)methyl]piperidine). Run in C(C)N(CC)CC (triethylamine), C(C)N(CC)CC (triethylamine). Reaction conditions: time 24 hour. Yields the product FC1=CC=C(C=C1)C(C1CCN(CC1)CCC1CN(C(N2C(=NC3=C2C=CC=C3)N1C)=O)C)C1=CC=C(C=C1)F (2-[2-[4-[Bis(4-fluorophenyl)methyl]-1-piperidinyl]ethyl]-3,4-dihydro-1,4-dimethyl-1H-[1,3,5]-triazepino[3,2-a]benzimidazol-5(2H)-one). RXN SMILES: C1(C)C=CC=CC=1.Cl[CH2:9][CH2:10][CH:11]1[N:24]([CH3:25])[C:16]2=[N:17][C:18]3[CH:23]=[CH:22][CH:21]=[CH:20][C:19]=3[N:15]2[C:14](=[O:26])[N:13]([CH3:27])[CH2:12]1.[F:28][C:29]1[CH:34]=[CH:33][C:32]([CH:35]([C:42]2[CH:47]=[CH:46][C:45]([F:48])=[CH:44][CH:43]=2)[CH:36]2[CH2:41][CH2:40][NH:39][CH2:38][CH2:37]2)=[CH:31][CH:30]=1>C(N(CC)CC)C>[F:48][C:45]1[CH:46]=[CH:47][C:42]([CH:35]([C:32]2[CH:31]=[CH:30][C:29]([F:28])=[CH:34][CH:33]=2)[CH:36]2[CH2:41][CH2:40][N:39]([CH2:9][CH2:10][CH:11]3[N:24]([CH3:25])[C:16]4=[N:17][C:18]5[CH:23]=[CH:22][CH:21]=[CH:20][C:19]=5[N:15]4[C:14](=[O:26])[N:13]([CH3:27])[CH2:12]3)[CH2:38][CH2:37]2)=[CH:43][CH:44]=1. Procedure details: To a solution of 50 mL of toluene containing 4.0 g (0.04 mol) of triethylamine was added 3.0 g (0.01 mol) of 2-(2-chloroethyl)-3,4-dihydro-1,4-dimethyl-1H-[1,3,5]triazepino[3,2-a]benzimidazol-5(2H)-one and 4.0 g (0.014 mol) of 4-[bis(4-fluorophenyl)methyl]piperidine. The mixture was heated to reflux for 3 days after which time 1.0 g (0.003 mL) of 4-[bis(4-fluorophenyl)methyl]piperidine and 1.0 g (0.01 mol) of triethylamine was added. Heating under reflux was continued for 24 hr. The solvent was ... The reactants are C(C(C)C)(=O)C1=NN(C2=CC(=CC=C12)OC)CC(=O)O ((3-isobutyryl-6-methoxy-1H-indazol-1-yl)acetic acid), C1=CC=C2C(=C1)N=NN2O.O (HOBt hydrate), Cl.C(C)NCCC(C)(C)C (N-ethyl-3,3-dimethylbutan-1-amine hydrochloride), CCN(C(C)C)C(C)C (DIEA), CCN=C=NCCCN(C)C.Cl (EDC HCl). The solvent is CN(C)C=O (DMF). Conditions: time 8 hour. Yields the product CC(CCN(C(CN1N=C(C2=CC=C(C=C12)OC)C(C(C)C)=O)=O)CC)(C)C (N-(3,3-Dimethylbutyl)-N-ethyl-2-(3-isobutyryl-6-methoxy-1H-indazol-1-yl)acetamide). Reaction SMILES: [C:1]([C:6]1[C:14]2[C:9](=[CH:10][C:11]([O:15][CH3:16])=[CH:12][CH:13]=2)[N:8]([CH2:17][C:18]([OH:20])=O)[N:7]=1)(=[O:5])[CH:2]([CH3:4])[CH3:3].C1C=C2N=NN(O)C2=CC=1.O.Cl.[CH2:33]([NH:35][CH2:36][CH2:37][C:38]([CH3:41])([CH3:40])[CH3:39])[CH3:34].CCN(C(C)C)C(C)C.CCN=C=NCCCN(C)C.Cl>CN(C=O)C>[CH3:39][C:38]([CH3:41])([CH3:40])[CH2:37][CH2:36][N:35]([CH2:33][CH3:34])[C:18](=[O:20])[CH2:17][N:8]1[C:9]2[C:14](=[CH:13][CH:12]=[C:11]([O:15][CH3:16])[CH:10]=2)[C:6]([C:1](=[O:5])[CH:2]([CH3:3])[CH3:4])=[N:7]1 |f:1.2,3.4,6.7|. Reported procedure: Charge a 13×100 mm screw-capped tube with 27.6 mg (3-isobutyryl-6-methoxy-1H-indazol-1-yl)acetic acid, 23.0 mg HOBt hydrate, 18.6 mg N-ethyl-3,3-dimethylbutan-1-amine hydrochloride, and 89 μL DIEA. Dissolve the mixture in 1 mL anhydrous DMF. Add 38.3 mg EDC HCl salt and let the mixture sit at room temperature overnight. The title compound was isolated from the reaction mixture using RP-HPLC with 65-100% MeCN gradient with 0.1% TFA. LC-MS: 3.89 min. (m/Z=388.2, 410.1) Reactants: 4-(3-chloro-phenylamino)-1H-methyl-1H-pyrrolo[3,2-c]pyridin-7-carboxylic acid, N1CCOCC1 (morpholine), Cl.CN(CCCN=C=NCC)C (1-(3-dimethylamino-propyl)-3-ethylcarbodiimide hydrochloride), O.ON1N=NC2=C1C=CC=C2 (1-hydroxybenzotriazole hydrate), C(C)(C)N(C(C)C)CC (N,N-diisopropylethylamine), Cl (HCl), C([O-])(O)=O.[Na+] (sodium bicarbonate). Run in CN(C=O)C (dimethylformamide), C(Cl)Cl (DCM), C(C)(=O)OCC (ethyl acetate). Run at time 8 hour. Yields the product Cl.ClC=1C=C(C=CC1)NC1=NC=C(C2=C1C=CN2C)C(=O)N2CCOCC2 (1-[4-(3-Chloro-phenylamino)-1-methyl-1H-pyrrolo[3,2-c]pyridin-7-yl]-1-morpholin-4-yl-methanone hydrochloride). As a reaction SMILES: [NH:1]1[CH2:6][CH2:5][O:4][CH2:3][CH2:2]1.[ClH:7].[CH3:8][N:9]([CH3:18])[CH2:10][CH2:11][CH2:12][N:13]=[C:14]=[N:15][CH2:16][CH3:17].O.ON1C2C=[CH:27][CH:28]=[CH:29][C:24]=2N=N1.C(N([CH2:37][CH3:38])C(C)C)(C)C.[C:39](=[O:42])(O)[O-].[Na+].Cl>CN(C)C=O.C(Cl)Cl.C(OCC)(=O)C>[ClH:7].[Cl:7][C:27]1[CH:17]=[C:16]([NH:15][C:14]2[C:37]3[CH:38]=[CH:18][N:9]([CH3:8])[C:10]=3[C:11]([C:39]([N:1]3[CH2:6][CH2:5][O:4][CH2:3][CH2:2]3)=[O:42])=[CH:12][N:13]=2)[CH:24]=[CH:29][CH:28]=1 |f:1.2,3.4,6.7,12.13|. Procedure details: A mixture of 4-(3-chloro-phenylamino)-1H-methyl-1H-pyrrolo[3,2-c]pyridin-7-carboxylic acid (29 mg), morpholine (36 ul), 1-(3-dimethylamino-propyl)-3-ethylcarbodiimide hydrochloride (76 mg), 1-hydroxybenzotriazole hydrate (54 mg) and N,N-diisopropylethylamine (140 ul) in dimethylformamide (2 ml) was stirred overnight then added to a mixture of ethyl acetate (20 ml) water (20 ml) and saturated sodium bicarbonate (10 ml). The layers were separated and the organic layer washed with water 3 times, br... Starting materials: CC(=O)O, c1ccc(Oc2ccccc2COCC2CCc3c(ncn3C(c3ccccc3)(c3ccccc3)c3ccccc3)C2)cc1, c1ccc(Oc2ccccc2COCC2CCc3ncn(C(c4ccccc4)(c4ccccc4)c4ccccc4)c3C2)cc1, O. Product: c1ccc(Oc2ccccc2COCC2CCc3[nH]cnc3C2)cc1. RXN SMILES: [CH3:89][C:90](=[O:91])[OH:92].[O:1]([c:2]1[cH:3][cH:4][cH:5][cH:6][cH:7]1)[c:8]1[c:9]([CH2:10][O:11][CH2:12][CH:13]2[CH2:14][c:15]3[c:16]([n:17]([C:20]([c:21]4[cH:22][cH:23][cH:24][cH:25][cH:26]4)([c:27]4[cH:28][cH:29][cH:30][cH:31][cH:32]4)[c:33]4[cH:34][cH:35][cH:36][cH:37][cH:38]4)[cH:18][n:19]3)[CH2:39][CH2:40]2)[cH:41][cH:42][cH:43][cH:44]1.[O:45]([c:46]1[cH:47][cH:48][cH:49][cH:50][c:51]1[CH2:52][O:53][CH2:54][CH:55]1[CH2:56][CH2:57][c:58]2[n:59][cH:60][n:61]([C:62]([c:63]3[cH:64][cH:65][cH:66][cH:67][cH:68]3)([c:69]3[cH:70][cH:71][cH:72][cH:73][cH:74]3)[c:75]3[cH:76][cH:77][cH:78][cH:79][cH:80]3)[c:81]2[CH2:82]1)[c:83]1[cH:84][cH:85][cH:86][cH:87][cH:88]1.[OH2:93]>>[O:1]([c:2]1[cH:3][cH:4][cH:5][cH:6][cH:7]1)[c:8]1[c:9]([CH2:10][O:11][CH2:12][CH:13]2[CH2:14][c:15]3[c:16]([nH:17][cH:18][n:19]3)[CH2:39][CH2:40]2)[cH:41][cH:42][cH:43][cH:44]1. Starting materials: [Li]CCCC, CCCCCC, CC(=O)O, CC(C)NC(C)C, O=C(Nc1ccc(Cl)cc1)N1CC(c2ccccc2)C(c2ccc(Cl)cc2)=N1, CI, C1CCOC1. Yields the product CC1(c2ccccc2)CN(C(=O)Nc2ccc(Cl)cc2)N=C1c1ccc(Cl)cc1. RXN SMILES: [CH2:8]([Li:9])[CH2:10][CH2:11][CH3:12].[CH3:48][CH2:49][CH2:50][CH2:51][CH2:52][CH3:53].[CH3:54][C:55](=[O:56])[OH:57].[CH:1]([NH:2][CH:3]([CH3:4])[CH3:5])([CH3:6])[CH3:7].[Cl:13][c:14]1[cH:15][cH:16][c:17]([NH:20][C:21](=[O:22])[N:23]2[N:24]=[C:25]([c:34]3[cH:35][cH:36][c:37]([Cl:40])[cH:38][cH:39]3)[CH:26]([c:28]3[cH:29][cH:30][cH:31][cH:32][cH:33]3)[CH2:27]2)[cH:18][cH:19]1.[I:41][CH3:42].[O:43]1[CH2:44][CH2:45][CH2:46][CH2:47]1>>[CH3:1][C:26]1([c:28]2[cH:29][cH:30][cH:31][cH:32][cH:33]2)[C:25]([c:34]2[cH:35][cH:36][c:37]([Cl:40])[cH:38][cH:39]2)=[N:24][N:23]([C:21]([NH:20][c:17]2[cH:16][cH:15][c:14]([Cl:13])[cH:19][cH:18]2)=[O:22])[CH2:27]1.